This data is from the Open Reaction Database (ORD), a public repository of structured organic reaction records. The task is: describe an organic reaction: reactants, conditions, products, and yield The reactants are OCCCCCc1ccc(C(F)(F)F)cc1, CC(C)(C)OC(=O)N1C(C)(C)OCC1(C)C(=O)NCC(=O)c1ccc(O)c(C(F)(F)F)c1. Product: CC(C)(C)OC(=O)N1C(C)(C)OCC1(C)C(=O)NCC(=O)c1ccc(OCCCCCc2ccc(C(F)(F)F)cc2)c(C(F)(F)F)c1. RXN SMILES: [F:33][C:34]([c:35]1[cH:36][cH:37][c:38]([CH2:41][CH2:42][CH2:43][CH2:44][CH2:45][OH:46])[cH:39][cH:40]1)([F:47])[F:48].[OH:1][c:2]1[c:3]([C:29]([F:30])([F:31])[F:32])[cH:4][c:5]([C:8]([CH2:9][NH:10][C:11](=[O:12])[C:13]2([CH3:27])[N:14]([C:20](=[O:21])[O:22][C:23]([CH3:24])([CH3:25])[CH3:26])[C:15]([CH3:18])([CH3:19])[O:16][CH2:17]2)=[O:28])[cH:6][cH:7]1>>[O:1]([c:2]1[c:3]([C:29]([F:30])([F:31])[F:32])[cH:4][c:5]([C:8]([CH2:9][NH:10][C:11](=[O:12])[C:13]2([CH3:27])[N:14]([C:20](=[O:21])[O:22][C:23]([CH3:24])([CH3:25])[CH3:26])[C:15]([CH3:18])([CH3:19])[O:16][CH2:17]2)=[O:28])[cH:6][cH:7]1)[CH2:45][CH2:44][CH2:43][CH2:42][CH2:41][c:38]1[cH:37][cH:36][c:35]([C:34]([F:33])([F:47])[F:48])[cH:40][cH:39]1. Starting materials: CC(C)(OC(=O)N(CCC(=O)NNC(=O)N1C2=C(OC3=C(C1)C=CC=C3)C=CC(=C2)Cl)CC=2OC=CC2)C (8-chlorodibenz[b,f][1,4]oxazepine-10(11H)-carboxylic acid, 2-[3-[[(1,1-dimethylethoxy)carbonyl](2-furanylmethyl)amino]-1-oxopropyl]hydrazide), ClC1=CC2=C(OC3=C(CN2C(=O)O)C=CC=C3)C=C1 (8-chlorodibenz-[b,f][1,4]-oxazepine-10(11H)-carboxylic acid), 1-oxo-3-[(2-thienylmethyl)amino]propylhydrazide, monohydrochloride. The product is O1C(=CC=C1)CNCCC(=O)NNC(=O)N1C2=C(OC3=C(C1)C=CC=C3)C=CC(=C2)Cl (8-chlorodibenz[b,f][1,4]oxazepine-10(11H)-carboxylic acid, 2-[3-[(2-furanylmethyl)amino]-1-oxopropyl]hydrazide), product. The yield is 78.0%. Reaction SMILES: ClC1C=CC2OC3C=CC=CC=3CN(C(O)=O)C=2C=1.CC(C)(OC([N:26]([CH2:51][C:52]1[O:53][CH:54]=[CH:55][CH:56]=1)[CH2:27][CH2:28][C:29]([NH:31][NH:32][C:33]([N:35]1[CH2:41][C:40]2[CH:42]=[CH:43][CH:44]=[CH:45][C:39]=2[O:38][C:37]2[CH:46]=[CH:47][C:48]([Cl:50])=[CH:49][C:36]1=2)=[O:34])=[O:30])=O)C>>[O:53]1[CH:54]=[CH:55][CH:56]=[C:52]1[CH2:51][NH:26][CH2:27][CH2:28][C:29]([NH:31][NH:32][C:33]([N:35]1[CH2:41][C:40]2[CH:42]=[CH:43][CH:44]=[CH:45][C:39]=2[O:38][C:37]2[CH:46]=[CH:47][C:48]([Cl:50])=[CH:49][C:36]1=2)=[O:34])=[O:30]. Procedure details: 8-chlorodibenz[b,f][1,4]oxazepine-10(11H)-carboxylic acid, 2-[3-[(2-furanylmethyl)amino]-1-oxopropyl]hydrazide (25) was prepared in the same manner as 8-chlorodibenz-[b,f][1,4]-oxazepine-10(11H)-carboxylic acid, 2-[1-oxo-3-[(2-thienylmethyl)amino]propylhydrazide, monohydrochloride (18), as described above in Example 18, on a 0.37 mmol scale from 8-chlorodibenz[b,f][1,4]oxazepine-10(11H)-carboxylic acid, 2-[3-[[(1,1-dimethylethoxy)carbonyl](2-furanylmethyl)amino]-1-oxopropyl]hydrazide (24), prepa... The reactants are [N-]=[N+]=[N-].[Na+] (Sodium azide), C(C)OC(CC1=CC(=CC=C1)CCOS(=O)(=O)C)=O (ethyl(3-{2-[(methylsulfonyl)oxy]ethyl}phenyl)acetate). Solvent: CN(C=O)C (N,N-dimethylformamide). Conditions: temperature 60 celsius. Yields the product C(C)OC(CC1=CC(=CC=C1)CCN=[N+]=[N-])=O (ethyl[3-(2-azidoethyl)phenyl]acetate). Isolated yield 91.9%. Reaction SMILES: [N-:1]=[N+:2]=[N-:3].[Na+].[CH2:5]([O:7][C:8](=[O:23])[CH2:9][C:10]1[CH:15]=[CH:14][CH:13]=[C:12]([CH2:16][CH2:17]OS(C)(=O)=O)[CH:11]=1)[CH3:6]>CN(C)C=O>[CH2:5]([O:7][C:8](=[O:23])[CH2:9][C:10]1[CH:15]=[CH:14][CH:13]=[C:12]([CH2:16][CH2:17][N:1]=[N+:2]=[N-:3])[CH:11]=1)[CH3:6] |f:0.1|. Procedure details: Sodium azide (2.82 g, 43.3 mmol) was added in one portion to a stirred solution of ethyl(3-{2-[(methylsulfonyl)oxy]ethyl}phenyl)acetate (Preparation 56) (6.20 g, 21.7 mmol) in N,N-dimethylformamide (400 ml) at room temperature. The reaction was heated at 60° C. for 1 hour and then allowed to cool to room temperature and the solvent removed in vacuo. Ethyl acetate (200 ml) and water (75 ml) was added and the organics separated, the aqueous was washed with ethyl acetate (2×100 ml) and the combined... The reactants are CC(=C[C@@H]1[C@@H](C1(C)C)C(=O)O)C (cis chrysanthemic acid), P(Br)(Br)Br (phosphorus tribromide). Run in C1(=CC=CC=C1)C (toluene). Run at time 30 minute. Product: CC(=CC1C(C1(C)C)C(=O)O)C (chrysanthemic acid). The yield is 90.0%. As a reaction SMILES: [CH3:1][C:2]([CH3:12])=[CH:3][C@H:4]1[C:6]([CH3:8])([CH3:7])[C@H:5]1[C:9]([OH:11])=[O:10].P(Br)(Br)Br>C1(C)C=CC=CC=1>[CH3:1][C:2]([CH3:12])=[CH:3][CH:4]1[C:6]([CH3:7])([CH3:8])[CH:5]1[C:9]([OH:11])=[O:10]. Procedure details: To a solution of cis chrysanthemic acid (1.0 g) in toluene (9 g) was added phosphorus tribromide (0.11 g) at room temperature under a nitrogen atmosphere. Irradiation with a xenon lamp (500 W, Pyrex glass filter) was made for 30 minutes under stirring. After the irradiation was over, similar after-treatment as in Example 1 was applied to obtain chrysanthemic acid (0.90 g). The isomer ratio of the product was: cis, 10.0%; and trans, 90.0%. Reactants: [OH-].[K+] (potassium hydroxide), BrC1=C2C=CC=CC2=C(C2=C1SC(=C2C)C)C2=CC=C(C=C2)OC(C)=O (acetic acid 4-(9-bromo-2,3-dimethyl-naphtho[2,3-b]thiophen-4-yl)-phenyl ester), CO (methanol). Run in C1CCOC1 (THF). Reaction conditions: time 1 hour. Yields the product BrC1=C2C=CC=CC2=C(C2=C1SC(=C2C)C)C2=CC=C(C=C2)O (4-(9-Bromo-2,3-dimethyl-naphtho[2,3-b]thiophen-4yl)-phenol). The yield is 73.2%. Reaction SMILES: [OH-].[K+].[Br:3][C:4]1[C:13]2[S:14][C:15]([CH3:18])=[C:16]([CH3:17])[C:12]=2[C:11]([C:19]2[CH:24]=[CH:23][C:22]([O:25]C(=O)C)=[CH:21][CH:20]=2)=[C:10]2[C:5]=1[CH:6]=[CH:7][CH:8]=[CH:9]2.CO>C1COCC1>[Br:3][C:4]1[C:13]2[S:14][C:15]([CH3:18])=[C:16]([CH3:17])[C:12]=2[C:11]([C:19]2[CH:20]=[CH:21][C:22]([OH:25])=[CH:23][CH:24]=2)=[C:10]2[C:5]=1[CH:6]=[CH:7][CH:8]=[CH:9]2 |f:0.1|. Procedure: Aqueous potassium hydroxide (6.0 mL, 6.0 mmol) was added to a stirred, room temperature solution of acetic acid 4-(9-bromo-2,3-dimethyl-naphtho[2,3-b]thiophen-4-yl)-phenyl ester (0.48 g, 1.14 mmol) in THF (15 mL)/methanol (10 mL). After 1 h, the organic solvents were removed, water was added, the reaction mixture was acidified with 10% HCl and the resulting solid was washed with water and triturated with pet. ether and then dried in vacuo to provide the title compound as a white solid (0.32 g, 7... The reactants are COC1=C(C=C(C2=CC=CC=C12)OC)CO (1,4-dimethoxy-2-hydroxymethylnaphthalene), Cl (HCl), [Li]CCCC (nBuLi), CSSC (Dimethyldisulfide). Run in C1CCOC1 (THF), O (water). Run at temperature 0 celsius, time 1 hour. The product is COC1=C(C(=C(C2=CC=CC=C12)OC)SC)CO (1,4-dimethoxy-2-hydroxymethyl-3-methylsulfanylnaphthalene). Yield: 70.7%. As a reaction SMILES: [CH3:1][O:2][C:3]1[C:12]2[C:7](=[CH:8][CH:9]=[CH:10][CH:11]=2)[C:6]([O:13][CH3:14])=[CH:5][C:4]=1[CH2:15][OH:16].[Li]CCCC.[CH3:22][S:23]SC.Cl>C1COCC1.O>[CH3:1][O:2][C:3]1[C:12]2[C:7](=[CH:8][CH:9]=[CH:10][CH:11]=2)[C:6]([O:13][CH3:14])=[C:5]([S:23][CH3:22])[C:4]=1[CH2:15][OH:16]. Procedure: Following the procedure of Flader et al.,22 alcohol 26 (0.521 g, 2.39 mmol) was dissolved in THF (9.0 ml) in a flame-dried 25 mL round bottom flask under Argon, and then cooled to 0° C. At 0° C. nBuLi (2.5 M in hexanes, 2.4 ml, 6.0 mmol) was added slowly, then the ice bath was removed and the reaction was stirred at room temperature for 1 hour. Dimethyldisulfide (0.50 mL, 5.6 mmol) was added slowly at room temperature and the reaction was stirred for another 30 minutes at room temperature before... The product is CCCCC(CNc1nc(C)c(OC(=O)Oc2ccccc2)c(C)n1)c1ccccc1. RXN SMILES: [CH3:1][c:2]1[n:3][c:4]([NH:10][CH2:11][CH:12]([CH2:13][CH2:14][CH2:15][CH3:16])[c:17]2[cH:18][cH:19][cH:20][cH:21][cH:22]2)[n:5][c:6]([CH3:9])[c:7]1[OH:8].[Cl:23][C:24](=[O:25])[O:26][c:27]1[cH:28][cH:29][cH:30][cH:31][cH:32]1>>[CH3:1][c:2]1[n:3][c:4]([NH:10][CH2:11][CH:12]([CH2:13][CH2:14][CH2:15][CH3:16])[c:17]2[cH:18][cH:19][cH:20][cH:21][cH:22]2)[n:5][c:6]([CH3:9])[c:7]1[O:8][C:24](=[O:25])[O:26][c:27]1[cH:28][cH:29][cH:30][cH:31][cH:32]1. Starting materials: CCCCC(CNc1nc(C)c(O)c(C)n1)c1ccccc1, O=C(Cl)Oc1ccccc1. The reactants are COCN(c1cc(Cl)cnc1C1OC(=O)c2ccccc21)S(=O)(=O)c1ccc(Cl)c(C(F)(F)F)c1, Cl, O. The product is O=C1OC(c2ncc(Cl)cc2NS(=O)(=O)c2ccc(Cl)c(C(F)(F)F)c2)c2ccccc21. As a reaction SMILES: [Cl:1][c:2]1[c:3]([C:32]([F:33])([F:34])[F:35])[cH:4][c:5]([S:8](=[O:9])(=[O:10])[N:11]([CH2:12][O:13][CH3:14])[c:15]2[c:16]([CH:22]3[O:23][C:24](=[O:31])[c:25]4[cH:26][cH:27][cH:28][cH:29][c:30]43)[n:17][cH:18][c:19]([Cl:21])[cH:20]2)[cH:6][cH:7]1.[ClH:36].[OH2:37]>>[Cl:1][c:2]1[c:3]([C:32]([F:33])([F:34])[F:35])[cH:4][c:5]([S:8](=[O:9])(=[O:10])[NH:11][c:15]2[c:16]([CH:22]3[O:23][C:24](=[O:31])[c:25]4[cH:26][cH:27][cH:28][cH:29][c:30]43)[n:17][cH:18][c:19]([Cl:21])[cH:20]2)[cH:6][cH:7]1. Starting materials: CC(=O)OCC1=C2C=CC=CC2=C(C3=CC=CC=C31)COC(=O)C (acetic), CC(CCC(C)=O)=O (2,5-hexanedione), C1=CC=CC1 (cyclopentadiene), N1CCCC1 (pyrrolidine). The solvent is CO (methanol). Run at temperature 0 celsius, time 90 minute. Yields the product C1(C=CC=C1)=C(C)CCC(C)=C1C=CC=C1 (2,5-bis(2,4-cyclopentadien-1-ylidene)hexane). RXN SMILES: CC(=O)CCC(=O)C.[CH:9]1[CH2:13][CH:12]=[CH:11][CH:10]=1.N1CCCC1.CC(OC[C:24]1[C:37]2[C:32](=[CH:33][CH:34]=[CH:35][CH:36]=2)[C:31](COC(C)=O)=[C:30]2C=1C=C[CH:28]=[CH:29]2)=O>CO>[C:10]1(=[C:34]([CH2:35][CH2:36][C:37](=[C:32]2[CH:28]=[CH:29][CH:30]=[CH:31]2)[CH3:24])[CH3:33])[CH:9]=[CH:13][CH:12]=[CH:11]1. Reported procedure: In a modified reaction procedure [a], 11.0 g (96.3 mmol) of 2,5-hexanedione and 12.7 g (193 mol) of freshly cracked cyclopentadiene are dissolved in 60 ml of methanol, the solution is cooled to 0° C., and 8.60 g (121 mmol) of pyrrolidine are added. The reaction solution is stirred at 0° C. for 90 minutes, hydrolyzed using 5 ml of glacial acetic aaid and 50 ml of water, and extracted twice with 70 ml of diethyl ether in each case, and the combined organic phases are washed with saturated sodium c... Starting materials: O=c1[nH]c2ccc(Br)cc2o1, [H-], [Na+], CN(C)C=O, ClC(c1ccccc1)(c1ccccc1)c1ccccc1. Yields the product O=c1oc2cc(Br)ccc2n1C(c1ccccc1)(c1ccccc1)c1ccccc1. RXN SMILES: [Br:1][c:2]1[cH:3][c:4]2[c:5]([nH:6][c:7](=[O:9])[o:8]2)[cH:10][cH:11]1.[H-:13].[Na+:12].[O:34]=[CH:35][N:36]([CH3:37])[CH3:38].[c:14]1([C:20]([c:21]2[cH:22][cH:23][cH:24][cH:25][cH:26]2)([c:27]2[cH:28][cH:29][cH:30][cH:31][cH:32]2)[Cl:33])[cH:15][cH:16][cH:17][cH:18][cH:19]1>>[Br:1][c:2]1[cH:3][c:4]2[c:5]([n:6]([C:20]([c:14]3[cH:15][cH:16][cH:17][cH:18][cH:19]3)([c:21]3[cH:22][cH:23][cH:24][cH:25][cH:26]3)[c:27]3[cH:28][cH:29][cH:30][cH:31][cH:32]3)[c:7](=[O:9])[o:8]2)[cH:10][cH:11]1.